Task: describe an organic reaction: reactants, conditions, products, and yield. Dataset: the Open Reaction Database (ORD), a public repository of structured organic reaction records Reactants: CN(C)C[C@H]1N(CC2=CC=CC=C2C1)C(=O)OC(C)(C)C ((S)-tert-butyl 3-((dimethylamino)methyl)-3,4-dihydroisoquinoline-2(1H)-carboxylate), C(=O)(C(F)(F)F)O (TFA), C(Cl)Cl (CH2Cl2). Reaction conditions: time 3 hour. Product: Cl.CN(C[C@H]1NCC2=CC=CC=C2C1)C ((S)—N,N-Dimethyl-1-(1,2,3,4-tetrahydroisoquinolin-3-yl)methanamine hydrochloride). As a reaction SMILES: [CH3:1][N:2]([CH2:4][C@@H:5]1[CH2:14][C:13]2[C:8](=[CH:9][CH:10]=[CH:11][CH:12]=2)[CH2:7][N:6]1C(OC(C)(C)C)=O)[CH3:3].C(O)(C(F)(F)F)=O.C(Cl)[Cl:30]>>[ClH:30].[CH3:1][N:2]([CH3:3])[CH2:4][C@@H:5]1[CH2:14][C:13]2[C:8](=[CH:9][CH:10]=[CH:11][CH:12]=2)[CH2:7][NH:6]1 |f:3.4|. Reported procedure: To a solution of (S)-tert-butyl 3-((dimethylamino)methyl)-3,4-dihydroisoquinoline-2(1H)-carboxylate (Edwards, P. J., European Patent Application No. 1598341 (2005)) (66 mg, 0.23 mmol) in CH2Cl2 (2.3 mL) was added TFA (1.4 mL, 18.1 mmol). After stirring for 3 h at room temperature, the reaction mixture was concentrated in vacuo. Next, HCl (1N solution in Et2O) was added and the mixture was concentrated in vacuo (3×) to give a crude oil which was used without purification in the preparation of Exa... Reactants: [Cl-].[NH4+] (ammonium chloride), BrC1=C(C=CC(=C1)O)O (2-bromobenzene-1,4-diol), C(C1=CC=CC=C1)Br (benzyl bromide), C(=O)([O-])[O-].[K+].[K+] (K2CO3). Solvent: CO (MeOH), CO (MeOH). Yields the product C(C1=CC=CC=C1)OC1=C(C=C(C=C1)O)Br (4-(benzyloxy)-3-bromophenol). RXN SMILES: C([O-])([O-])=O.[K+].[K+].[Br:7][C:8]1[CH:13]=[C:12]([OH:14])[CH:11]=[CH:10][C:9]=1[OH:15].[CH2:16](Br)[C:17]1[CH:22]=[CH:21][CH:20]=[CH:19][CH:18]=1.[Cl-].[NH4+]>CO>[CH2:16]([O:15][C:9]1[CH:10]=[CH:11][C:12]([OH:14])=[CH:13][C:8]=1[Br:7])[C:17]1[CH:22]=[CH:21][CH:20]=[CH:19][CH:18]=1 |f:0.1.2,5.6|. Procedure details: To a mixture of MeOH (50 mL) and K2CO3 (49.36 g, 357 mmole) at r.t was dripped commercially available 2-bromobenzene-1,4-diol (15 g, 79 mmole) in MeOH (25 mL), followed by the syringe addition of benzyl bromide (14.93 g, 10.38 mL). The resulting mixture was refluxed for 8 hours. The reaction was cooled to RT and poured into saturated aqueous ammonium chloride (500 mL) and extracted with ethyl acetate (2×150). The combined organic phases were washed with aqueous NaHCO3 solution (2×150 mL), aqueou... The reactants are dichloro, ClC(C=1N=C2N(C=CC=C2C(=O)OCC)C1)Cl (Ethyl (2-dichloromethylimidazo[1,2-a]pyridin-8-yl)carboxylate). Reagents/catalysts: CN(C1=CC=NC=C1)C (4-dimethylaminopyridine). The solvent is C(C)O (ethanol). Product: C(C)OC(C=1N=C2N(C=CC=C2C(=O)OCC)C1)OCC (Ethyl (2-diethoxymethylimidazo[1,2-a]pyridin-8-yl)carboxylate). Isolated yield 194.4%. Reaction SMILES: Cl[CH:2](Cl)[C:3]1[N:4]=[C:5]2[C:10]([C:11]([O:13][CH2:14][CH3:15])=[O:12])=[CH:9][CH:8]=[CH:7][N:6]2[CH:16]=1>C(O)C.CN(C)C1C=CN=CC=1>[CH2:11]([O:12][CH:2]([O:13][CH2:14][CH3:15])[C:3]1[N:4]=[C:5]2[C:10]([C:11]([O:13][CH2:14][CH3:15])=[O:12])=[CH:9][CH:8]=[CH:7][N:6]2[CH:16]=1)[CH3:10]. Procedure details: To a solution of dichloro compound 2h (1.00 g, 3.66 mmol) in dry ethanol (100 mL), under argon, was added 4-dimethylaminopyridine (DMAP) (0.90 g, 7.38 mmol). The solution was stirred under reflux for 20 h. After cooling to room temperature, the solution was concentrated under vacuo. The resulting precipitate was suspended in ethyl acetate (30 mL), filtered and washed with AcOEt (3×10 mL). The filtrate was evaporated to dryness. The crude product was chromatographed using AcOEt/cyclohexane (8/2, ... Starting materials: CCCCP(CCCC)CCCC, CC1(C)OCC(CO)O1, Cc1ccccc1, O=Cc1ccc(O)c(Cl)c1. Product: CC1(C)OCC(COc2ccc(C=O)cc2Cl)O1. As a reaction SMILES: [CH2:20]([P:21]([CH2:22][CH2:23][CH2:24][CH3:25])[CH2:26][CH2:27][CH2:28][CH3:29])[CH2:30][CH2:31][CH3:32].[CH3:11][C:12]1([CH3:19])[O:13][CH2:14][CH:15]([CH2:17][OH:18])[O:16]1.[CH3:33][c:34]1[cH:35][cH:36][cH:37][cH:38][cH:39]1.[Cl:1][c:2]1[cH:3][c:4]([CH:5]=[O:6])[cH:7][cH:8][c:9]1[OH:10]>>[Cl:1][c:2]1[cH:3][c:4]([CH:5]=[O:6])[cH:7][cH:8][c:9]1[O:10][CH2:17][CH:15]1[CH2:14][O:13][C:12]([CH3:11])([CH3:19])[O:16]1.